describe an organic reaction: reactants, conditions, products, and yield From a dataset of the Open Reaction Database (ORD), a public repository of structured organic reaction records. Yields the product C1(=CC=CC=C1)CCCCCC#N (6-Phenylcapronitrile). Procedure details: A solution of 50.0 g (.284 mole) of 6-bromocapronitrile in 550 ml of benzene was cooled to 5° C. and to this was added 77.3 g (.580 mole) of anhydrous aluminum chloride in portions over a 10 minute period. The ice bath was removed and the vigorously stirred mixture was warmed slowly to reflux. After 2 hours at reflux, the mixture was cooled to room temperature, then poured slowly into a mixture of 50 ml of concentrated hydrochloric acid and 250 ml of ice water. The layers were separated and the ... RXN SMILES: Br[CH2:2][CH2:3][CH2:4][CH2:5][CH2:6][C:7]#[N:8].[Cl-].[Al+3].[Cl-].[Cl-].[CH:13]1[CH:18]=[CH:17][CH:16]=[CH:15][CH:14]=1>>[C:13]1([CH2:2][CH2:3][CH2:4][CH2:5][CH2:6][C:7]#[N:8])[CH:18]=[CH:17][CH:16]=[CH:15][CH:14]=1 |f:1.2.3.4|. Yield: 86.0%. Reactants: BrCCCCCC#N (6-bromocapronitrile), C1=CC=CC=C1 (benzene), [Cl-].[Al+3].[Cl-].[Cl-] (aluminum chloride). The reactants are ClC(Cl)Cl, O=c1ncc(-c2cccc(F)c2)n[nH]1, CN(C)C=O, ClOCl. Product: Fc1cccc(-c2cnc(Cl)nn2)c1. As a reaction SMILES: [CH:20]([Cl:21])([Cl:22])[Cl:23].[F:1][c:2]1[cH:3][c:4](-[c:8]2[cH:9][n:10][c:11](=[O:14])[nH:12][n:13]2)[cH:5][cH:6][cH:7]1.[O:15]=[CH:16][N:17]([CH3:18])[CH3:19].[O:24]([Cl:25])[Cl:26]>>[F:1][c:2]1[cH:3][c:4](-[c:8]2[cH:9][n:10][c:11]([Cl:21])[n:12][n:13]2)[cH:5][cH:6][cH:7]1. Procedure details: To a solution of 5-(4-chlorophenyl)-2-furoic acid (5.0 g, 22 mmol) in MeOH (50 mL) was added conc. H2SO4 (4 drops) and the resulting solution heated to 50° C. for 4 days. The reaction was cooloed and concentrated in vacuo. The residue was taken up in EtOAc (100 mL) and washed with saturated aqueous NaHCO3 (2×20 mL), dried (MgSO4) and concentrated in vacuo. The residue was purified by flash cjromatography (hexane/EtOAc 19:1) to give 3.8 g (72%) of a cream powder; MS m/z 254 (M++18, 100). Reaction conditions: temperature 50 celsius. Product: ClC1=CC=C(C=C1)C1=CC=C(O1)C(=O)OC (5-(4-chlorophenyl)-2-furoic acid, methyl ester). Reagents/catalysts: OS(=O)(=O)O (H2SO4). The yield is 72.0%. Starting materials: ClC1=CC=C(C=C1)C1=CC=C(O1)C(=O)O (5-(4-chlorophenyl)-2-furoic acid), CO (MeOH). As a reaction SMILES: [Cl:1][C:2]1[CH:7]=[CH:6][C:5]([C:8]2[O:12][C:11]([C:13]([OH:15])=[O:14])=[CH:10][CH:9]=2)=[CH:4][CH:3]=1.[CH3:16]O>OS(O)(=O)=O>[Cl:1][C:2]1[CH:3]=[CH:4][C:5]([C:8]2[O:12][C:11]([C:13]([O:15][CH3:16])=[O:14])=[CH:10][CH:9]=2)=[CH:6][CH:7]=1.